From a dataset of the Open Reaction Database (ORD), a public repository of structured organic reaction records. describe an organic reaction: reactants, conditions, products, and yield The reactants are C(C)(C)(C)OC(=O)C1C(N(C2=C(CC1)C=CC(=C2)OC)CC2=CC(=CC=C2)F)=O (3-tert-butoxycarbonyl-1-(3-fluorobenzyl)-8-methoxy-2,3,4,5-tetrahydro-1H-1-benzazepine-2-one), C1CC(=O)N(C1=O)Br (NBS). Run in C(C)(=O)O (acetic acid), C(Cl)(Cl)Cl (chloroform), C(Cl)Cl (DCM). Yields the product BrC=1C(=CC2=C(CCC(C(N2CC2=CC(=CC=C2)F)=O)C(=O)OC(C)(C)C)C1)OC (7-Bromo-3(R,S)-tert-butoxycarbonyl-1-(3-fluorobenzyl)-8-methoxy-2,3,4,5-tetrahydro-1H-1-benzazepine-2-one), powder. Isolated yield 33.0%. As a reaction SMILES: [C:1]([O:5][C:6]([CH:8]1[CH2:14][CH2:13][C:12]2[CH:15]=[CH:16][C:17]([O:19][CH3:20])=[CH:18][C:11]=2[N:10]([CH2:21][C:22]2[CH:27]=[CH:26][CH:25]=[C:24]([F:28])[CH:23]=2)[C:9]1=[O:29])=[O:7])([CH3:4])([CH3:3])[CH3:2].C1C(=O)N([Br:37])C(=O)C1>C(O)(=O)C.C(Cl)(Cl)Cl.C(Cl)Cl>[Br:37][C:16]1[C:17]([O:19][CH3:20])=[CH:18][C:11]2[N:10]([CH2:21][C:22]3[CH:27]=[CH:26][CH:25]=[C:24]([F:28])[CH:23]=3)[C:9](=[O:29])[CH:8]([C:6]([O:5][C:1]([CH3:4])([CH3:2])[CH3:3])=[O:7])[CH2:14][CH2:13][C:12]=2[CH:15]=1. Procedure details: A suspension of 3-tert-butoxycarbonyl-1-(3-fluorobenzyl)-8-methoxy-2,3,4,5-tetrahydro-1H-1-benzazepine-2-one (1.00 g, 2.503 mmol) and NBS (0.49 g, 2.754 mmol) in acetic acid (0.8 mL) and chloroform (8 mL) was heated at reflux for 4 hrs. The reaction mixture was allowed to cool to room temperature, diluted with DCM (30 mL), washed with saturated aqueous sodium bicarbonate solution, dried over Na2SO4. Filtration and evaporation of the organic layer gave a solid residue, which was purified by flash... Starting materials: FC(S(=O)(=O)O[Si](C1C(=C(C(=C1C)C)C)C)(C)C)(F)F (dimethyl(2,3,4,5-tetramethylcyclopenta-2,4-dien-1-yl)silyl trifluoromethanesulfonate), FC(S(=O)(=O)O[Si](C1C(=C(C(=C1C)C)C)C)(C)C)(F)F (dimethyl(2,3,4,5-tetramethylcyclopenta-2,4-dien-1-yl)silyl trifluoromethanesulfonate), CC1=C2C=C[C-](C2=C(C=C1)C)C1=CC=CC=C1.[Li+] (lithium (4,7-dimethyl-1-phenylindenide)). Solvent: CCOCC (ether). Conditions: time 25 hour. Yields the product CC1=C2C(=CC(C2=C(C=C1)C)[Si](C1C(=C(C(=C1C)C)C)C)(C)C)C1=CC=CC=C1 ((4,7-Dimethyl-3-phenyl-1H-inden-1-yl)dimethyl(2,3,4,5-tetramethylcyclopenta-2,4-dien-1-yl)silane). As a reaction SMILES: FC(F)(F)S(O[Si:7]([CH3:18])([CH3:17])[CH:8]1[C:12]([CH3:13])=[C:11]([CH3:14])[C:10]([CH3:15])=[C:9]1[CH3:16])(=O)=O.[CH3:21][C:22]1[CH:30]=[CH:29][C:28]([CH3:31])=[C:27]2[C:23]=1[CH:24]=[CH:25][C-:26]2[C:32]1[CH:37]=[CH:36][CH:35]=[CH:34][CH:33]=1.[Li+]>CCOCC>[CH3:31][C:28]1[CH:29]=[CH:30][C:22]([CH3:21])=[C:23]2[C:27]=1[C:26]([C:32]1[CH:37]=[CH:36][CH:35]=[CH:34][CH:33]=1)=[CH:25][CH:24]2[Si:7]([CH3:17])([CH3:18])[CH:8]1[C:12]([CH3:13])=[C:11]([CH3:14])[C:10]([CH3:15])=[C:9]1[CH3:16] |f:1.2|. Procedure details: To a solution of dimethyl(2,3,4,5-tetramethylcyclopenta-2,4-dien-1-yl)silyl trifluoromethanesulfonate (Compound C, 7.50 g, 22.8 mmol, 1.00 eq.) in ether (25 mL) at −35° C. was added lithium (4,7-dimethyl-1-phenylindenide) (5.53 g, 24.4 mmol, 1.07 eq.). The reaction was stirred for 25 hours, and was then evaporated under vacuum. The residue was extracted with pentane (3×40 mL) and the extract was filtered. The resulting solution was evaporated under vacuum to give a thick oil. Yield 9.07 g (100%)... Starting materials: Fc1ccc(Br)cn1, C1CCOC1, CC(C)(C)C[Mg+], [Cl-], Cl, [Na+], C1COCCO1, [OH-]. Product: CC(C)(C)Cc1ccc(F)nc1. RXN SMILES: [Br:8][c:9]1[cH:10][cH:11][c:12]([F:15])[n:13][cH:14]1.[CH2:19]1[O:20][CH2:21][CH2:22][CH2:23]1.[CH2:2]([C:3]([CH3:4])([CH3:5])[CH3:6])[Mg+:7].[Cl-:1].[ClH:18].[Na+:17].[O:24]1[CH2:25][CH2:26][O:27][CH2:28][CH2:29]1.[OH-:16]>>[CH2:2]([C:3]([CH3:4])([CH3:5])[CH3:6])[c:9]1[cH:10][cH:11][c:12]([F:15])[n:13][cH:14]1. Reactants: COC(N(C)C)OC (Dimethylformamide dimethylacetal), ClC1=CC=C(OCC2=C(C=CC=C2)C(C(=O)N)=NOC)C=C1 (2-(4-chlorophenoxymethyl)-α-methoxyiminophenylacetamide), CNN (methylhydrazine), C(C)(=O)O (acetic acid). Run in CCOCC (ether). Run at temperature 60 celsius, time 0.5 hour. The product is CON=C(C1=C(C=CC=C1)COC1=CC=C(C=C1)Cl)C1=NC=NN1C (2-(4-chlorophenoxymethyl)phenyl 1-methyl-1H-1,2,4-triazol-5-yl ketone O-methyloxime). The yield is 57.9%. As a reaction SMILES: COC(OC)[N:4]([CH3:6])C.[Cl:9][C:10]1[CH:30]=[CH:29][C:13]([O:14][CH2:15][C:16]2[CH:21]=[CH:20][CH:19]=[CH:18][C:17]=2[C:22](=[N:26][O:27][CH3:28])[C:23]([NH2:25])=O)=[CH:12][CH:11]=1.[CH3:31][NH:32]N.C(O)(=O)C>CCOCC>[CH3:28][O:27][N:26]=[C:22]([C:23]1[N:4]([CH3:6])[N:32]=[CH:31][N:25]=1)[C:17]1[CH:18]=[CH:19][CH:20]=[CH:21][C:16]=1[CH2:15][O:14][C:13]1[CH:29]=[CH:30][C:10]([Cl:9])=[CH:11][CH:12]=1. Procedure details: Dimethylformamide dimethylacetal (0.53 g, 4.5 mmol) was added to 2-(4-chlorophenoxymethyl)-α-methoxyiminophenylacetamide (0.48 g, 1.5 mmol), and the mixture was stirred under reduced pressure (ca. 40 mmHg) at 60° C. for 0.5 hours. After completion of the reaction, the mixture was concentrated under reduced pressure, and a mixture of methylhydrazine (0.08 g, 1.8 mmol) and acetic acid (3 ml) was added to the residue. The mixture was stirred at 90° C. for 1 hour. After completion of the reaction, e... Run in C1CCOC1 (THF). Conditions: time 2 hour. Reaction SMILES: [C:1]([O:5][C:6]([NH:8][CH:9]([CH:21](O)[CH2:22][O:23][Si:24]([CH3:30])([CH3:29])[C:25]([CH3:28])([CH3:27])[CH3:26])[C:10]([NH:12][O:13][CH2:14][C:15]1[CH:20]=[CH:19][CH:18]=[CH:17][CH:16]=1)=[O:11])=[O:7])([CH3:4])([CH3:3])[CH3:2].C1(P(C2C=CC=CC=2)C2C=CC=CC=2)C=CC=CC=1.N(C(OCC)=O)=NC(OCC)=O>C1COCC1>[O:11]=[C:10]1[C@@H:9]([NH:8][C:6]([O:5][C:1]([CH3:4])([CH3:3])[CH3:2])=[O:7])[C@@H:21]([CH2:22][O:23][Si:24]([CH3:30])([CH3:29])[C:25]([CH3:28])([CH3:27])[CH3:26])[N:12]1[O:13][CH2:14][C:15]1[CH:20]=[CH:19][CH:18]=[CH:17][CH:16]=1. Product: O=C1N([C@@H]([C@@H]1NC(=O)OC(C)(C)C)CO[Si](C(C)(C)C)(C)C)OCC1=CC=CC=C1 (N-{(3S,4S)-2-oxo-1-(phenylmethoxy)-4-[(1,1,2,2-tetramethyl-1-silapropoxy)methyl]azetidin-3-yl}(tert-butoxy)carboxamide). Reported procedure: A solution of THF (1.5 L) containing 2-[(tert-butoxy)carbonylamino]-3-hydroxy-N-(phenylmethoxy)-4-(1,1,2,2-tetramethyl-1-silapropoxy)butanamide (9.8 g, 21.56 mmol), triphenylphosphine (17.5 g, 66.8 mmol) and diethyl azodicarboxylate (11.26 g, 64.7 mmol) was stirred at room temperature for 2 h. The solvent was evaporated in vacuo and the residue was purified under column chromatography using a mixture of ethyl acetate and hexane (1/4) as eluent to obtained 7.25 g of the desired product. Starting materials: C(C)(C)(C)OC(=O)NC(C(=O)NOCC1=CC=CC=C1)C(CO[Si](C(C)(C)C)(C)C)O (2-[(tert-butoxy)carbonylamino]-3-hydroxy-N-(phenylmethoxy)-4-(1,1,2,2-tetramethyl-1-silapropoxy)butanamide), C1(=CC=CC=C1)P(C1=CC=CC=C1)C1=CC=CC=C1 (triphenylphosphine), N(=NC(=O)OCC)C(=O)OCC (diethyl azodicarboxylate). Isolated yield 77.0%. The reactants are O (water), FC(OC1=C(C=C(C=C1)C=1OC=C(N1)CCC(=O)C1=C(C=CC=C1)OCC)O)F (3-[2-(4-difluoromethoxy-3-hydroxyphenyl)oxazol-4-yl]-1-(2-ethoxyphenyl)propan-1-one), C1CCC2=NCCCN2CC1 (DBU), BrCCC=C (4-bromo-1-butene). The solvent is C(C)(=O)OCC (ethyl acetate), C(C)O (ethanol). Run at time 8 hour. Yields the product C(CC=C)OC=1C=C(C=CC1OC(F)F)C=1OC=C(N1)CCC(=O)C1=C(C=CC=C1)OCC (3-[2-(3-but-3-enyloxy-4-difluoromethoxyphenyl)oxazol-4-yl]-1-(2-ethoxyphenyl)propan-1-one). RXN SMILES: [F:1][CH:2]([F:29])[O:3][C:4]1[CH:9]=[CH:8][C:7]([C:10]2[O:11][CH:12]=[C:13]([CH2:15][CH2:16][C:17]([C:19]3[CH:24]=[CH:23][CH:22]=[CH:21][C:20]=3[O:25][CH2:26][CH3:27])=[O:18])[N:14]=2)=[CH:6][C:5]=1[OH:28].[CH2:30]1[CH2:40]CN2C(=NCCC2)[CH2:32][CH2:31]1.BrCCC=C.O>C(O)C.C(OCC)(=O)C>[CH2:32]([O:28][C:5]1[CH:6]=[C:7]([C:10]2[O:11][CH:12]=[C:13]([CH2:15][CH2:16][C:17]([C:19]3[CH:24]=[CH:23][CH:22]=[CH:21][C:20]=3[O:25][CH2:26][CH3:27])=[O:18])[N:14]=2)[CH:8]=[CH:9][C:4]=1[O:3][CH:2]([F:1])[F:29])[CH2:31][CH:30]=[CH2:40]. Reported procedure: A 0.12 g quantity of the compound obtained in Example 229 and 0.14 ml of DBU were dissolved in 3 ml of ethanol, 0.12 g of 4-bromo-1-butene was then added to the obtained solution, and heating and refluxing were conducted overnight. After cooling, water was added to the obtained reaction mixture, and ethyl acetate extract was performed. The organic layer was washed twice with water, concentrated under reduced pressure, and the obtained residue was purified by silica gel column chromatography (n-h... The reagents and catalysts are [Ni] (Raney Nickel). The solvent is CC(=O)O (HOAc), C(C)O (ethanol). Reaction SMILES: [C:1]([C:3]1[C:4]([CH3:19])=[CH:5][C:6]([NH:11][C:12](=[O:18])[O:13][C:14]([CH3:17])([CH3:16])[CH3:15])=[N:7][C:8]=1[O:9][CH3:10])#[N:2]>CC(O)=O.C(O)C.[Ni]>[NH2:2][CH2:1][C:3]1[C:4]([CH3:19])=[CH:5][C:6]([NH:11][C:12](=[O:18])[O:13][C:14]([CH3:15])([CH3:16])[CH3:17])=[N:7][C:8]=1[O:9][CH3:10]. Isolated yield 68.9%. Procedure: A clear solution of tert-butyl (5-cyano-6-methoxy-4-methylpyridin-2-yl)carbamate (0.60 g, 2.279 mmol) in HOAc (5 mL) and ethanol (20 mL) was treated on an H-Cube apparatus (50 psi, 40° C., 1 mL/min., Raney Nickel cartridge) for 18 hr. LCMS showed that the reaction was complete (86% pure). The reaction was evaporated to dryness under vacuum. Purified by silica gel chromatography (Analogix, SF25-60 g, 0 to 12% (5% NH4OH/MeOH) in CH2Cl2). The pure fractions were combined and evaporated to dryness u... Starting materials: C(#N)C=1C(=CC(=NC1OC)NC(OC(C)(C)C)=O)C (tert-butyl (5-cyano-6-methoxy-4-methylpyridin-2-yl)carbamate). Product: NCC=1C(=CC(=NC1OC)NC(OC(C)(C)C)=O)C (tert-butyl (5-(aminomethyl)-6-methoxy-4-methylpyridin-2-yl)carbamate). The reactants are CC(=O)[O-], CO, N#CBr, NC(CO)CCc1ccc(NS(=O)(=O)c2cccc3cnccc23)cc1, N, [Na+]. Yields the product NC1=NC(CCc2ccc(NS(=O)(=O)c3cccc4cnccc34)cc2)CO1. RXN SMILES: [CH3:28][C:29](=[O:30])[O-:31].[CH3:36][OH:37].[N:32]#[C:33][Br:34].[NH2:1][CH:2]([CH2:3][CH2:4][c:5]1[cH:6][cH:7][c:8]([NH:11][S:12](=[O:13])(=[O:14])[c:15]2[c:16]3[cH:17][cH:18][n:19][cH:20][c:21]3[cH:22][cH:23][cH:24]2)[cH:9][cH:10]1)[CH2:25][OH:26].[NH3:35].[Na+:27]>>[N:1]1=[C:33]([NH2:32])[O:26][CH2:25][CH:2]1[CH2:3][CH2:4][c:5]1[cH:6][cH:7][c:8]([NH:11][S:12](=[O:13])(=[O:14])[c:15]2[c:16]3[cH:17][cH:18][n:19][cH:20][c:21]3[cH:22][cH:23][cH:24]2)[cH:9][cH:10]1.